This data is from the Open Reaction Database (ORD), a public repository of structured organic reaction records. The task is: describe an organic reaction: reactants, conditions, products, and yield The reactants are C1(CCCCC1)N(C(=O)Cl)C(=O)Cl (N-cyclohexyl-bis-(chloro-carbonyl)-amine), I.CSC(NN=C(C)C)=N (acetone-S-methylisothiosemicarbazone hydroiodide). Run in C(C)N(CC)CC (triethylamine). Yields the product C1(CCCCC1)N1C(N(C(NC1=O)SC)N=C(C)C)=O (1-cyclohexyl-3-isopropylideneamino-4-methylmercaptotetrahydro- 1,3,5-triazine-2,6-dione). RXN SMILES: [CH:1]1([N:7]([C:11](Cl)=[O:12])[C:8](Cl)=[O:9])[CH2:6][CH2:5][CH2:4][CH2:3][CH2:2]1.I.[CH3:15][S:16][C:17](=[NH:23])[NH:18][N:19]=[C:20]([CH3:22])[CH3:21]>C(N(CC)CC)C>[CH:1]1([N:7]2[C:11](=[O:12])[NH:23][CH:17]([S:16][CH3:15])[N:18]([N:19]=[C:20]([CH3:22])[CH3:21])[C:8]2=[O:9])[CH2:6][CH2:5][CH2:4][CH2:3][CH2:2]1 |f:1.2|. Reported procedure: Analogously to Example 1, N-cyclohexyl-bis-(chloro-carbonyl)-amine (prepared analogously to Snythesis 1970, pages 542-543; boiling point 80°-82° C/0.3 mm Hg) and acetone-S-methylisothiosemicarbazone hydroiodide, with addition of triethylamine, yielded 1-cyclohexyl-3-isopropylideneamino-4-methylmercaptotetrahydro- 1,3,5-triazine-2,6-dione as a pale yellow powder of melting point 111°-112° C. Yields the product CCOC(=O)Cc1ccc(NC(=O)c2c(Cl)ccc(OCc3cccc(Cl)c3)c2F)cc1. The reactants are O=C([O-])[O-], CN(C)C=O, CCOC(=O)Cc1ccc(NC(=O)c2c(Cl)ccc(O)c2F)cc1, Clc1cccc(CBr)c1, [K+], [K+]. Reaction SMILES: [C:34](=[O:35])([O-:36])[O-:37].[CH3:40][N:41]([CH3:42])[CH:43]=[O:44].[Cl:10][c:11]1[cH:12][cH:13][c:14]([OH:33])[c:15]([F:32])[c:16]1[C:17](=[O:18])[NH:19][c:20]1[cH:21][cH:22][c:23]([CH2:26][C:27](=[O:28])[O:29][CH2:30][CH3:31])[cH:24][cH:25]1.[Cl:1][c:2]1[cH:3][c:4]([CH2:5][Br:6])[cH:7][cH:8][cH:9]1.[K+:38].[K+:39]>>[Cl:1][c:2]1[cH:3][c:4]([CH2:5][O:33][c:14]2[cH:13][cH:12][c:11]([Cl:10])[c:16]([C:17](=[O:18])[NH:19][c:20]3[cH:21][cH:22][c:23]([CH2:26][C:27](=[O:28])[O:29][CH2:30][CH3:31])[cH:24][cH:25]3)[c:15]2[F:32])[cH:7][cH:8][cH:9]1.